Dataset: the Open Reaction Database (ORD), a public repository of structured organic reaction records. Task: describe an organic reaction: reactants, conditions, products, and yield Reactants: BrC1=CC=2CC3=CC=CC=C3C2C=C1 (2-bromofluorene), Cl.N1=CC=C(C=C1)CCl (4-picolylchloride hydrochloride), [OH-].[Na+] (sodium hydroxide). Reagents/catalysts: [Br-].C(CCCCCCCCCCCCCCC)[P+](CCCC)(CCCC)CCCC (cetyl tri-n-butyl phosphonium bromide). Solvent: C1(=CC=CC=C1)C (toluene). The product is Cl.Cl.N1=CC=C(C=C1)CC1(C2=CC=CC=C2C=2C=CC(=CC12)Br)CC1=CC=NC=C1 (9,9-Bis(4-pyridinylmethyl)-2-bromofluorene dihydrochloride). As a reaction SMILES: [Br:1][C:2]1[CH:14]=[CH:13][C:12]2[C:11]3[C:6](=[CH:7][CH:8]=[CH:9][CH:10]=3)[CH2:5][C:4]=2[CH:3]=1.[ClH:15].[N:16]1[CH:21]=[CH:20][C:19]([CH2:22][Cl:23])=[CH:18][CH:17]=1.[OH-].[Na+]>[Br-].C([P+](CCCC)(CCCC)CCCC)CCCCCCCCCCCCCCC.C1(C)C=CC=CC=1>[ClH:23].[ClH:15].[N:16]1[CH:21]=[CH:20][C:19]([CH2:22][C:5]2([CH2:22][C:19]3[CH:20]=[CH:21][N:16]=[CH:17][CH:18]=3)[C:4]3[CH:3]=[C:2]([Br:1])[CH:14]=[CH:13][C:12]=3[C:11]3[C:6]2=[CH:7][CH:8]=[CH:9][CH:10]=3)=[CH:18][CH:17]=1 |f:1.2,3.4,5.6,8.9.10|. Procedure: The title compound was prepared following the procedure of Example 5 from 1.0 g (4.08 mmole) of 2-bromofluorene, 1.5 g of 4-picolylchloride hydrochloride, 100 mg of cetyl tri-n-butyl phosphonium bromide, 20 ml of 50% sodium hydroxide solution, and 20 ml toluene by reaction at 50° for 1 hr. The product was chromatographed (silica, CH2Cl2 /CH3OH, 100:1), m.p. (dihydrochloride) >300° NMR (200 MHz,CDCL3) δ: 3.39(dd,4H), 6.48(d,4H), 7.10-7.67 (m,7H-arom.), 8.12(d,J=5.7 Hz,4H). HRMS calculated for C25... Starting materials: CN(C)C=O, Cc1cc(O)cc(=O)n1-c1c(F)cccc1F, CCOC(=O)N=NC(=O)OCC, O, OCc1ccc(F)cc1CO, c1ccc(P(c2ccccc2)c2ccccc2)cc1. Product: Cc1cc(OCc2ccc(F)cc2CO)cc(=O)n1-c1c(F)cccc1F. RXN SMILES: [CH3:60][N:61]([CH3:62])[CH:63]=[O:64].[F:1][c:2]1[c:3](-[n:9]2[c:10](=[O:17])[cH:11][c:12]([OH:16])[cH:13][c:14]2[CH3:15])[c:4]([F:8])[cH:5][cH:6][cH:7]1.[O:37]=[C:38]([O:39][CH2:40][CH3:41])[N:42]=[N:43][C:44]([O:45][CH2:46][CH3:47])=[O:48].[OH2:65].[OH:49][CH2:50][c:51]1[c:52]([CH2:58][OH:59])[cH:53][c:54]([F:57])[cH:55][cH:56]1.[c:18]1([P:19]([c:20]2[cH:21][cH:22][cH:23][cH:24][cH:25]2)[c:26]2[cH:27][cH:28][cH:29][cH:30][cH:31]2)[cH:32][cH:33][cH:34][cH:35][cH:36]1>>[F:1][c:2]1[c:3](-[n:9]2[c:10](=[O:17])[cH:11][c:12]([O:16][CH2:50][c:51]3[c:52]([CH2:58][OH:59])[cH:53][c:54]([F:57])[cH:55][cH:56]3)[cH:13][c:14]2[CH3:15])[c:4]([F:8])[cH:5][cH:6][cH:7]1. The reactants are NC1=CC=C(C=C1)C (p-toluidine), C(C=CC1=CC=CC=C1)(=O)Cl (cinnamoyl chloride). Product: CC=1C=C2C=CC(NC2=CC1)=O (6-Methyl-1H-quinolin-2-one). Reaction SMILES: [NH2:1][C:2]1[CH:7]=[CH:6][C:5]([CH3:8])=[CH:4][CH:3]=1.[C:9](Cl)(=[O:18])[CH:10]=[CH:11]C1C=CC=CC=1>>[CH3:8][C:5]1[CH:4]=[C:3]2[C:2](=[CH:7][CH:6]=1)[NH:1][C:9](=[O:18])[CH:10]=[CH:11]2. Procedure: The title compound is prepared from p-toluidine and cinnamoyl chloride according to the procedure described in Synthesis 1975, 739. The crude product obtained is triturated in Et2O/hexanes and filtered to give the title compound as a beige solid which is used in the subsequent step. Starting materials: C1(CCCCC1)=O (cyclohexanone), NCC1=NC(=C2N=CN(C2=N1)[C@@H]1O[C@@H]([C@H]([C@H]1O)O)COC)NCC(C1=CC=CC=C1)C1=CC=CC=C1 ((2R,3R,4S,5R)-2-{2-(Aminomethyl)-6-[(2,2-diphenylethyl)amino]-9H-purin-9-yl}-5-(methoxymethyl)tetrahydro-3,4-furandiol), C(C)(=O)O (acetic acid), C(C)(=O)O[BH-](OC(C)=O)OC(C)=O.[Na+] (sodium triacetoxyborohydride). The solvent is O1CCCC1 (tetrahydrofuran), C(C)OCC (diethyl ether), O1CCCC1 (tetrahydrofuran), O1CCCC1 (tetrahydrofuran). Run at time 24 hour. The product is C1(CCCCC1)NCC1=NC(=C2N=CN(C2=N1)[C@@H]1O[C@@H]([C@H]([C@H]1O)O)COC)NCC(C1=CC=CC=C1)C1=CC=CC=C1 ((2R,3R,4S,5R)-2-[2-[(Cyclohexylamino)methyl]-6-[(2,2-diphenylethyl)amino]-9H-purin-9-yl]-5-(methoxymethyl)tetrahydro-3,4-furandiol). Yield: 63.5%. RXN SMILES: [NH2:1][CH2:2][C:3]1[N:11]=[C:10]2[C:6]([N:7]=[CH:8][N:9]2[C@H:12]2[C@H:16]([OH:17])[C@H:15]([OH:18])[C@@H:14]([CH2:19][O:20][CH3:21])[O:13]2)=[C:5]([NH:22][CH2:23][CH:24]([C:31]2[CH:36]=[CH:35][CH:34]=[CH:33][CH:32]=2)[C:25]2[CH:30]=[CH:29][CH:28]=[CH:27][CH:26]=2)[N:4]=1.[C:37]1(=O)[CH2:42][CH2:41][CH2:40][CH2:39][CH2:38]1.C(O[BH-](OC(=O)C)OC(=O)C)(=O)C.[Na+].C(O)(=O)C>O1CCCC1.C(OCC)C>[CH:37]1([NH:1][CH2:2][C:3]2[N:11]=[C:10]3[C:6]([N:7]=[CH:8][N:9]3[C@H:12]3[C@H:16]([OH:17])[C@H:15]([OH:18])[C@@H:14]([CH2:19][O:20][CH3:21])[O:13]3)=[C:5]([NH:22][CH2:23][CH:24]([C:31]3[CH:36]=[CH:35][CH:34]=[CH:33][CH:32]=3)[C:25]3[CH:26]=[CH:27][CH:28]=[CH:29][CH:30]=3)[N:4]=2)[CH2:42][CH2:41][CH2:40][CH2:39][CH2:38]1 |f:2.3|. Procedure details: (2R,3R,4S,5R)-2-{2-(Aminomethyl)-6-[(2,2-diphenylethyl)amino]-9H-purin-9-yl}-5-(methoxymethyl)tetrahydro-3,4-furandiol (example 1) (110 mg, 0.22 mmol) was dissolved (using gentle heating) in dry tetrahydrofuran (20 ml) and the stirred solution treated with a solution of cyclohexanone (22 mg, 0.22 mmol) in dry tetrahydrofuran (2 ml) followed by addition of sodium triacetoxyborohydride (70 mg, 0.33 mmol) and a solution of acetic acid (0.14 ml, 0.25 mmol) in dry tetrahydrofuran (2 ml). The mixture ...